From a dataset of the Open Reaction Database (ORD), a public repository of structured organic reaction records. describe an organic reaction: reactants, conditions, products, and yield Reactants: C(C)[Mg]Br (ethyl magnesium bromide), C1(CCCCC1)C#C (cyclohexylacetylene), C=O (formaldehyde), C=O (paraformaldehyde). The solvent is CCOCC (ether), CCOCC (ether). The product is C1(CCCCC1)C#CCO (3-cyclohexyl-2-propyn-1-ol). Reaction SMILES: C([Mg]Br)C.[CH:5]1([C:11]#[CH:12])[CH2:10][CH2:9][CH2:8][CH2:7][CH2:6]1.[CH2:13]=[O:14]>CCOCC>[CH:5]1([C:11]#[C:12][CH2:13][OH:14])[CH2:10][CH2:9][CH2:8][CH2:7][CH2:6]1. Reported procedure: To a solution of ethyl magnesium bromide (prepared from 2.5 g of magnesium turning and 11.3 g of bromoethane) in ether was added dropwise a solution of 10.2 g of cyclohexylacetylene in ether and the reaction mixture was refluxed for 2 hours. The reaction mixture was cooled to ambient temperature and anhydrous formaldehyde (prepared from the thermal decomposition of 50 g of paraformaldehyde for 20 minutes) was bubbled into the mixture. After cooling, the reaction was quenched with saturated ammon...